This data is from the Open Reaction Database (ORD), a public repository of structured organic reaction records. The task is: describe an organic reaction: reactants, conditions, products, and yield Starting materials: CS(=O)(=O)O.ClC1=C2NC=NC2=NC=N1 (6-chloropurine methansulfonate). Solvent: O (H2O), O (water). Reaction conditions: time 15 minute. Product: ClC1=C2NC=NC2=NC=N1 (6-chloropurine). The yield is 84.3%. RXN SMILES: CS(O)(=O)=O.[Cl:6][C:7]1[N:15]=[CH:14][N:13]=[C:12]2[C:8]=1[NH:9][CH:10]=[N:11]2>O>[Cl:6][C:7]1[N:15]=[CH:14][N:13]=[C:12]2[C:8]=1[NH:9][CH:10]=[N:11]2 |f:0.1|. Procedure details: To 15 ml of water there were added 5 g of 6-chloropurine methansulfonate with vigorous stirring. After stirring for 15 minutes at room temperature the mixture was allowed to stand in a freezer for 1 hour after which the light yellow precipitate which formed was collected by filtration. The filter cake was washed with 5 ml of ice water and dried in a vacuum oven at 55° C. to give 2.6 g (84% yield) of 6-chloropurine, λ max (H2O)=265 nm, ε=9.22×103.